From a dataset of the Open Reaction Database (ORD), a public repository of structured organic reaction records. describe an organic reaction: reactants, conditions, products, and yield Reactants: [Cl-].C(C)[Al+]CC.CCCCCC (diethyl aluminum chloride hexane), [Cl-].[Al+3].[Cl-].[Cl-] (aluminum chloride), [Cl-].C(C)[Al+]CC.CCCCCC (diethyl aluminum chloride hexane), O(C1=CC=CC=C1)C1=CC=C(C=C1)O (4-phenoxyphenol), C1C(C)O1 (propylene oxide). The product is O(C1=CC=CC=C1)C1=CC=C(OC[C@H](C)O)C=C1 ((S)-(+)-1-(4-phenoxyphenoxy)-2-propanol). The yield is 72.0%. RXN SMILES: [Cl-].C([Al+]CC)C.CCCCCC.[Cl-].[Al+3].[Cl-].[Cl-].[O:17]([C:24]1[CH:29]=[CH:28][C:27]([OH:30])=[CH:26][CH:25]=1)[C:18]1[CH:23]=[CH:22][CH:21]=[CH:20][CH:19]=1.[CH2:31]1[O:34][CH:32]1[CH3:33]>>[O:17]([C:24]1[CH:25]=[CH:26][C:27]([O:30][CH2:31][C@@H:32]([OH:34])[CH3:33])=[CH:28][CH:29]=1)[C:18]1[CH:23]=[CH:22][CH:21]=[CH:20][CH:19]=1 |f:0.1.2,3.4.5.6|. Reported procedure: In Example 2, 0.1 mL of a diethyl aluminum chloride/hexane solution was used in place of anhydrous aluminum chloride, and the color of the catalyst solution changed from brown to dark green by the addition of a diethyl aluminum chloride/hexane solution. Then 4-phenoxyphenol and propylene oxide were added to the dark green catalyst solution to achieve the reaction in the same manner as described in Example 2. Thus (S)-(+)-1-(4-phenoxyphenoxy)-2-propanol was obtained in 72% yield and the optical p... Reactants: BrN1C(CCC1=O)=O (N-bromosuccinimide), BrN1C(CCC1=O)=O (N-bromosuccinimide), CN(S(=O)(=O)NC(C1=C(C=C(C(=C1)F)C)F)=O)C (N-[(dimethylamino)sulfonyl]-2,5-difluoro-4-methylbenzamide), BrN1C(CCC1=O)=O (N-bromosuccinimide). Reagents/catalysts: N(=NC(C#N)(C)C)C(C#N)(C)C (azobisisobutyronitrile), N(=NC(C#N)(C)C)C(C#N)(C)C (azobisisobutyronitrile). Solvent: ClCCCl (1,2-dichloroethane). Yields the product BrCC1=CC(=C(C(=O)NS(=O)(=O)N(C)C)C=C1F)F (4-(Bromomethyl)-N-[(dimethylamino)sulfonyl]-2,5-difluorobenzamide). Reaction SMILES: [CH3:1][N:2]([CH3:18])[S:3]([NH:6][C:7](=[O:17])[C:8]1[CH:13]=[C:12]([F:14])[C:11]([CH3:15])=[CH:10][C:9]=1[F:16])(=[O:5])=[O:4].[Br:19]N1C(=O)CCC1=O>ClCCCl.N(C(C)(C)C#N)=NC(C)(C)C#N>[Br:19][CH2:15][C:11]1[C:12]([F:14])=[CH:13][C:8]([C:7]([NH:6][S:3]([N:2]([CH3:1])[CH3:18])(=[O:5])=[O:4])=[O:17])=[C:9]([F:16])[CH:10]=1. Procedure details: A mixture of N-[(dimethylamino)sulfonyl]-2,5-difluoro-4-methylbenzamide (Preparation 2, 0.50 g, 1.80 mmol), N-bromosuccinimide (freshly recrystallised and dried, 0.42 g, 2.34 mmol) and azobisisobutyronitrile (14.8 mg, 0.09 mmol) in 1,2-dichloroethane (15 mL) was heated under reflux with stirring whilst being irradiated with light from a 100 watt lamp. After 6 hours more N-bromosuccinimide (300 mg, 1.69 mmol) and azobisisobutyronitrile (10 mg, 0.06 mmol) were added and the mixture heated for a fu... Starting materials: Brc1ncc(Br)c2occc12, CCOC(C)=O, CN(C)C=O, O, c1ccc(P(c2ccccc2)(c2ccccc2)[Pd](P(c2ccccc2)(c2ccccc2)c2ccccc2)(P(c2ccccc2)(c2ccccc2)c2ccccc2)P(c2ccccc2)(c2ccccc2)c2ccccc2)cc1. Product: Brc1cncc2ccoc12. As a reaction SMILES: [Br:1][c:2]1[n:3][cH:4][c:5]([Br:11])[c:6]2[c:7]1[cH:8][cH:9][o:10]2.[CH3:18][CH2:19][O:20][C:21]([CH3:22])=[O:23].[O:12]=[CH:13][N:14]([CH3:15])[CH3:16].[OH2:17].[cH:24]1[cH:25][cH:26][c:27]([P:28]([Pd:29]([P:30]([c:31]2[cH:32][cH:33][cH:34][cH:35][cH:36]2)([c:37]2[cH:38][cH:39][cH:40][cH:41][cH:42]2)[c:43]2[cH:44][cH:45][cH:46][cH:47][cH:48]2)([P:49]([c:50]2[cH:51][cH:52][cH:53][cH:54][cH:55]2)([c:56]2[cH:57][cH:58][cH:59][cH:60][cH:61]2)[c:62]2[cH:63][cH:64][cH:65][cH:66][cH:67]2)[P:68]([c:69]2[cH:70][cH:71][cH:72][cH:73][cH:74]2)([c:75]2[cH:76][cH:77][cH:78][cH:79][cH:80]2)[c:81]2[cH:82][cH:83][cH:84][cH:85][cH:86]2)([c:87]2[cH:88][cH:89][cH:90][cH:91][cH:92]2)[c:93]2[cH:94][cH:95][cH:96][cH:97][cH:98]2)[cH:99][cH:100]1>>[cH:2]1[n:3][cH:4][c:5]([Br:11])[c:6]2[c:7]1[cH:8][cH:9][o:10]2. Reactants: FC(C=1C=C(C=CC1)O)(F)F (meta-trifluoromethylphenol), [H-].[Na+] (sodium hydride), ClC1=NC(=CC=C1)OCC1=CSC=C1 (2-chloro-6-(3-thienylmethyloxy)pyridine), resultant solution. Reported procedure: To a solution containing meta-trifluoromethylphenol (3.62 g, 0.0045×5.0 mol), sodium hydride (0.89 g, (Ca.60% in mineral oil), 0.0045×5.0 mol) and CuI (0.42 g, 0.0045×0.5 mol) in dimethylformamide, 2-chloro-6-(3-thienylmethyloxy)pyridine (1.0 g, 0.0045 mol) was added and the resultant solution was refluxed for about 3 hours. Product: S1C=C(C=C1)COC1=NC(=CC=C1)OC1=CC(=CC=C1)C(F)(F)F (2-(3-thienylmethyloxy)-6-(meta-trifluoromethylphenoxy)pyridine). Solvent: CN(C=O)C (dimethylformamide). As a reaction SMILES: [F:1][C:2]([F:11])([F:10])[C:3]1[CH:4]=[C:5]([OH:9])[CH:6]=[CH:7][CH:8]=1.[H-].[Na+].Cl[C:15]1[CH:20]=[CH:19][CH:18]=[C:17]([O:21][CH2:22][C:23]2[CH:27]=[CH:26][S:25][CH:24]=2)[N:16]=1>CN(C)C=O.[Cu]I>[S:25]1[CH:26]=[CH:27][C:23]([CH2:22][O:21][C:17]2[CH:18]=[CH:19][CH:20]=[C:15]([O:9][C:5]3[CH:6]=[CH:7][CH:8]=[C:3]([C:2]([F:10])([F:11])[F:1])[CH:4]=3)[N:16]=2)=[CH:24]1 |f:1.2|. Reagents/catalysts: [Cu]I (CuI). Starting materials: COC(=O)C(CSC)NC(=O)CCCCNC(=O)OC(C)(C)C, Cl, C1COCCO1. Product: COC(=O)C(CSC)NC(=O)CCCCN. Reaction SMILES: [C:1]([O:2][C:3](=[O:4])[NH:8][CH2:9][CH2:10][CH2:11][CH2:12][C:13](=[O:14])[NH:15][CH:16]([CH2:17][S:18][CH3:19])[C:20](=[O:21])[O:22][CH3:23])([CH3:5])([CH3:6])[CH3:7].[ClH:24].[O:25]1[CH2:26][CH2:27][O:28][CH2:29][CH2:30]1>>[NH2:8][CH2:9][CH2:10][CH2:11][CH2:12][C:13](=[O:14])[NH:15][CH:16]([CH2:17][S:18][CH3:19])[C:20](=[O:21])[O:22][CH3:23].